describe an organic reaction: reactants, conditions, products, and yield From a dataset of the Open Reaction Database (ORD), a public repository of structured organic reaction records. The reactants are [OH-].[K+] (KOH), ClC(C(C1=CC(=CC=C1)[N+](=O)[O-])Cl)Cl (1,1,2-trichloro-2-(3-nitrophenyl)ethane). Run in C(C)O (ethanol). Run at time 20 minute. Product: ClC=C(C1=CC(=CC=C1)[N+](=O)[O-])Cl (1,2-dichloro-2-(m-nitrophenyl)ethylene). RXN SMILES: [OH-].[K+].[Cl:3][CH:4](Cl)[CH:5]([Cl:15])[C:6]1[CH:11]=[CH:10][CH:9]=[C:8]([N+:12]([O-:14])=[O:13])[CH:7]=1>C(O)C>[Cl:3][CH:4]=[C:5]([Cl:15])[C:6]1[CH:11]=[CH:10][CH:9]=[C:8]([N+:12]([O-:14])=[O:13])[CH:7]=1 |f:0.1|. Procedure: A solution of 2.5 g. KOH in 30 ml. of ethanol is added from a dropping funnel to a solution of 9.0 g. of 1,1,2-trichloro-2-(3-nitrophenyl)ethane in 20 ml. of ETOH during 20 minutes and after that the reaction mixture is boiled in the steam bath for 2 hours. It is cooled to room temperature poured an 100 ml. of water and extracted with ether. After removel of the ether in vacuo the residue is distilled in high vacuo to yield pure 1,2-dichloro-2-(m-nitrophenyl)ethylene.